Dataset: the Open Reaction Database (ORD), a public repository of structured organic reaction records. Task: describe an organic reaction: reactants, conditions, products, and yield Reactants: COC(C1=CC(=C(C=C1)NC)N)=O (3-amino-4-methylamino-benzoic acid methyl ester), NC=1SC2=C(N1)C=CC(=C2)C (2-amino-6-methyl-benzothiazole), C(=S)(N1C=NC=C1)N1C=NC=C1 (1,1′-thiocarbonyldiimidazole). The solvent is C(CCl)Cl (EDC). The product is COC(=O)C1=CC2=C(N(C(=N2)NC=2SC3=C(N2)C=CC(=C3)C)C)C=C1 (1-Methyl-2-(6-methyl-benzothiazol-2-ylamino)-1H-benzoimidazole-5-carboxylic acid methyl ester). Yield: 83.5%. RXN SMILES: [CH3:1][O:2][C:3](=[O:13])[C:4]1[CH:9]=[CH:8][C:7]([NH:10][CH3:11])=[C:6]([NH2:12])[CH:5]=1.[NH2:14][C:15]1[S:16][C:17]2[CH:23]=[C:22]([CH3:24])[CH:21]=[CH:20][C:18]=2[N:19]=1.[C:25](N1C=CN=C1)(N1C=CN=C1)=S>C(Cl)CCl>[CH3:1][O:2][C:3]([C:4]1[CH:9]=[CH:8][C:7]2[N:10]([CH3:25])[C:11]([NH:14][C:15]3[S:16][C:17]4[CH:23]=[C:22]([CH3:24])[CH:21]=[CH:20][C:18]=4[N:19]=3)=[N:12][C:6]=2[CH:5]=1)=[O:13]. Reported procedure: 1-Methyl-2-(6-methyl-benzothiazol-2-ylamino)-1H-benzoimidazole-5-carboxylic acid methyl ester (1.47 g) was prepared by following General Procedure D starting from 3-amino-4-methylamino-benzoic acid methyl ester (0.9 g), 2-amino-6-methyl-benzothiazole (0.82 g), 1,1′-thiocarbonyldiimidazole (1.07 g), and EDC (1.15 g). LC/MS: m/z 354. The product is O=C(O)c1cn(Cc2ccc(-c3nc4ccc(C5(c6ccccc6)CC5)nc4s3)c(F)c2)cn1. RXN SMILES: [CH2:39]1[O:40][CH2:41][CH2:42][CH2:43]1.[F:1][c:2]1[cH:3][c:4]([CH2:26][n:27]2[cH:28][n:29][c:30]([C:32](=[O:33])[O:34][CH2:35][CH3:36])[cH:31]2)[cH:5][cH:6][c:7]1-[c:8]1[s:9][c:10]2[n:11][c:12]([C:17]3([c:20]4[cH:21][cH:22][cH:23][cH:24][cH:25]4)[CH2:18][CH2:19]3)[cH:13][cH:14][c:15]2[n:16]1.[Li+:37].[OH-:38].[OH2:44]>>[F:1][c:2]1[cH:3][c:4]([CH2:26][n:27]2[cH:28][n:29][c:30]([C:32](=[O:33])[OH:34])[cH:31]2)[cH:5][cH:6][c:7]1-[c:8]1[s:9][c:10]2[n:11][c:12]([C:17]3([c:20]4[cH:21][cH:22][cH:23][cH:24][cH:25]4)[CH2:18][CH2:19]3)[cH:13][cH:14][c:15]2[n:16]1. Starting materials: C1CCOC1, CCOC(=O)c1cn(Cc2ccc(-c3nc4ccc(C5(c6ccccc6)CC5)nc4s3)c(F)c2)cn1, [Li+], [OH-], O. Starting materials: [Al+3], C1CCOC1, CCOCC, NC(=O)C(c1ccccc1)C(c1ccccc1)c1ccc2c(cnn2-c2ccc(F)cc2)c1, [H-], [H-], [H-], [H-], [Li+]. Product: NCC(c1ccccc1)C(c1ccccc1)c1ccc2c(cnn2-c2ccc(F)cc2)c1. As a reaction SMILES: [Al+3:35].[CH2:45]1[O:46][CH2:47][CH2:48][CH2:49]1.[CH3:40][CH2:41][O:42][CH2:43][CH3:44].[F:1][c:2]1[cH:3][cH:4][c:5](-[n:8]2[n:9][cH:10][c:11]3[cH:12][c:13]([CH:17]([CH:18]([C:19](=[O:20])[NH2:21])[c:22]4[cH:23][cH:24][cH:25][cH:26][cH:27]4)[c:28]4[cH:29][cH:30][cH:31][cH:32][cH:33]4)[cH:14][cH:15][c:16]23)[cH:6][cH:7]1.[H-:34].[H-:37].[H-:38].[H-:39].[Li+:36]>>[F:1][c:2]1[cH:3][cH:4][c:5](-[n:8]2[n:9][cH:10][c:11]3[cH:12][c:13]([CH:17]([CH:18]([CH2:19][NH2:21])[c:22]4[cH:23][cH:24][cH:25][cH:26][cH:27]4)[c:28]4[cH:29][cH:30][cH:31][cH:32][cH:33]4)[cH:14][cH:15][c:16]23)[cH:6][cH:7]1.